From a dataset of the Open Reaction Database (ORD), a public repository of structured organic reaction records. describe an organic reaction: reactants, conditions, products, and yield Starting materials: O=C1CCCC(=O)O1, COCCOC, CC(C)(C)c1cc(-c2ccc(N)cc2)cc(C(C)(C)C)c1O, O. The product is CC(C)(C)c1cc(-c2ccc(NC(=O)CCCC(=O)O)cc2)cc(C(C)(C)C)c1O. As a reaction SMILES: [C:23]1(=[O:30])[CH2:24][CH2:25][CH2:26][C:27](=[O:28])[O:29]1.[CH3:32][O:33][CH2:34][CH2:35][O:36][CH3:37].[NH2:1][c:2]1[cH:3][cH:4][c:5](-[c:8]2[cH:9][c:10]([C:19]([CH3:20])([CH3:21])[CH3:22])[c:11]([OH:18])[c:12]([C:14]([CH3:15])([CH3:16])[CH3:17])[cH:13]2)[cH:6][cH:7]1.[OH2:31]>>[NH:1]([c:2]1[cH:3][cH:4][c:5](-[c:8]2[cH:9][c:10]([C:19]([CH3:20])([CH3:21])[CH3:22])[c:11]([OH:18])[c:12]([C:14]([CH3:15])([CH3:16])[CH3:17])[cH:13]2)[cH:6][cH:7]1)[C:23]([CH2:24][CH2:25][CH2:26][C:27](=[O:28])[OH:29])=[O:30]. The reactants are FC=1C=CC=C2C=C(N(C12)C)CO (7-Fluoro-1-methyl-1H-indole-2-methanol). Reagents/catalysts: [O-2].[O-2].[Mn+4] (Manganese dioxide). Solvent: O1CCOCC1 (1,4-dioxan). Yields the product FC=1C=CC=C2C=C(N(C12)C)C=O (7-Fluoro-1-methyl-1H-indole-2-carboxaldehyde). The yield is 89.5%. Reaction SMILES: [F:1][C:2]1[CH:3]=[CH:4][CH:5]=[C:6]2[C:10]=1[N:9]([CH3:11])[C:8]([CH2:12][OH:13])=[CH:7]2>O1CCOCC1.[O-2].[O-2].[Mn+4]>[F:1][C:2]1[CH:3]=[CH:4][CH:5]=[C:6]2[C:10]=1[N:9]([CH3:11])[C:8]([CH:12]=[O:13])=[CH:7]2 |f:2.3.4|. Procedure: 7-Fluoro-1-methyl-1H-indole-2-methanol (2.0 g) was dissolved in 1,4-dioxan (50 ml). Manganese dioxide (2.91 g) was added and the mixture was heated at reflux for 1 h. The mixture was then filtered and the filtrate was evaporated in vacuo to give the title compound (1.77 g) as a solid, m.p. 61°-63°. The reactants are C(C)(C)(C)OC(=O)N1CCC(CC1)C1OC2=C(C1)C=C(C=C2)B2OC(C(O2)(C)C)(C)C (4-[5-(4,4,5,5-tetramethyl-[1,3,2]dioxaborolan-2-yl)-2,3-dihydro-benzofuran-2-yl]-piperidine-1-carboxylic acid tert-butyl ester), BrC1=NC=C(C=C1)S(=O)(=O)C (2-bromo-5-methanesulfonyl-pyridine). Product: C(C)(C)(C)OC(=O)N1CCC(CC1)C1OC2=C(C1)C=C(C=C2)C2=NC=C(C=C2)S(=O)(=O)C (4-[5-(5-Methanesulfonyl-pyridin-2-yl)-2,3-dihydro-benzofuran-2-yl]-piperidine-1-carboxylic acid tert-butyl ester). Reaction SMILES: [C:1]([O:5][C:6]([N:8]1[CH2:13][CH2:12][CH:11]([CH:14]2[CH2:18][C:17]3[CH:19]=[C:20](B4OC(C)(C)C(C)(C)O4)[CH:21]=[CH:22][C:16]=3[O:15]2)[CH2:10][CH2:9]1)=[O:7])([CH3:4])([CH3:3])[CH3:2].Br[C:33]1[CH:38]=[CH:37][C:36]([S:39]([CH3:42])(=[O:41])=[O:40])=[CH:35][N:34]=1>>[C:1]([O:5][C:6]([N:8]1[CH2:9][CH2:10][CH:11]([CH:14]2[CH2:18][C:17]3[CH:19]=[C:20]([C:33]4[CH:38]=[CH:37][C:36]([S:39]([CH3:42])(=[O:41])=[O:40])=[CH:35][N:34]=4)[CH:21]=[CH:22][C:16]=3[O:15]2)[CH2:12][CH2:13]1)=[O:7])([CH3:2])([CH3:4])[CH3:3]. Procedure details: The title compound is prepared from 4-[5-(4,4,5,5-tetramethyl-[1,3,2]dioxaborolan-2-yl)-2,3-dihydro-benzofuran-2-yl]-piperidine-1-carboxylic acid tert-butyl ester and 2-bromo-5-methanesulfonyl-pyridine following a procedure analogous to that described in Example 1. LC (method 1): tR=1.41 min; Mass spectrum (ESI+): m/z=459 [M+H]+. The reactants are C(C)N1C(=CC(=C1)C)C(=O)OCC (ethyl 1-ethyl-4-methyl-1H-pyrrole-2-carboxylate), CO (methanol), C1CCOC1 (THF), [OH-].[Na+] (sodium hydroxide). Solvent: O (Water). Run at time 8.5 day. Product: C(C)N1C(=CC(=C1)C)C(=O)O (1-ethyl-4-methyl-1H-pyrrole-2-carboxylic acid). Isolated yield 78.9%. Reaction SMILES: [CH2:1]([N:3]1[CH:7]=[C:6]([CH3:8])[CH:5]=[C:4]1[C:9]([O:11]CC)=[O:10])[CH3:2].CO.C1COCC1.[OH-].[Na+]>O>[CH2:1]([N:3]1[CH:7]=[C:6]([CH3:8])[CH:5]=[C:4]1[C:9]([OH:11])=[O:10])[CH3:2] |f:3.4|. Reported procedure: To a mixture of ethyl 1-ethyl-4-methyl-1H-pyrrole-2-carboxylate (0.66 g), methanol (5.0 ml), and THF (5.0 ml) was added a 1 M aqueous sodium hydroxide solution (5.0 ml) under ice-cooling, followed by stirring at room temperature for 8.5 days. Water was added to the reaction mixture and the solvent was removed by evaporation under reduced pressure. The residue was washed with diethyl ether, and citric acid was added to the aqueous layer under ice-cooling. The solid precipitated was collected by f...